This data is from the Open Reaction Database (ORD), a public repository of structured organic reaction records. The task is: describe an organic reaction: reactants, conditions, products, and yield Starting materials: O=C1N(CN(C12CCN(CC2)CCCN2C(C1(C3=CC=CC=C23)CC1)=O)C1=CC=CC=C1)CC=1C=C(C(=O)OC(C)(C)C)C=CC1 (tert-Butyl 3-((4-oxo-8-(3-(2′-oxospiro[cyclopropane-1,3′-indoline]-1′-yl)propyl)-1-phenyl-1,3,8-triazaspiro[4.5]decan-3-yl)methyl)benzoate), C(=O)O (formic acid), C(=O)[O-] (formate), Cl (hydrochloric acid). The solvent is O1CCOCC1 (1,4-dioxane). Yields the product Cl.O=C1N(CN(C12CCN(CC2)CCCN2C(C1(C3=CC=CC=C23)CC1)=O)C1=CC=CC=C1)CC=1C=C(C(=O)O)C=CC1 (3-((4-oxo-8-(3-(2′-oxospiro[cyclopropane-1,3′-indoline]-1′-yl)propyl)-1-phenyl-1,3,8-triazaspiro[4.5]decan-3-yl)methyl)benzoic acid, hydrochloride salt). The yield is 65.0%. RXN SMILES: [O:1]=[C:2]1[C:6]2([CH2:11][CH2:10][N:9]([CH2:12][CH2:13][CH2:14][N:15]3[C:23]4[C:18](=[CH:19][CH:20]=[CH:21][CH:22]=4)[C:17]4([CH2:25][CH2:24]4)[C:16]3=[O:26])[CH2:8][CH2:7]2)[N:5]([C:27]2[CH:32]=[CH:31][CH:30]=[CH:29][CH:28]=2)[CH2:4][N:3]1[CH2:33][C:34]1[CH:35]=[C:36]([CH:44]=[CH:45][CH:46]=1)[C:37]([O:39]C(C)(C)C)=[O:38].C(O)=O.C([O-])=O.[ClH:53]>O1CCOCC1>[ClH:53].[O:1]=[C:2]1[C:6]2([CH2:11][CH2:10][N:9]([CH2:12][CH2:13][CH2:14][N:15]3[C:23]4[C:18](=[CH:19][CH:20]=[CH:21][CH:22]=4)[C:17]4([CH2:25][CH2:24]4)[C:16]3=[O:26])[CH2:8][CH2:7]2)[N:5]([C:27]2[CH:28]=[CH:29][CH:30]=[CH:31][CH:32]=2)[CH2:4][N:3]1[CH2:33][C:34]1[CH:35]=[C:36]([CH:44]=[CH:45][CH:46]=1)[C:37]([OH:39])=[O:38] |f:5.6|. Procedure: tert-Butyl 3-((4-oxo-8-(3-(2′-oxospiro[cyclopropane-1,3′-indoline]-1′-yl)propyl)-1-phenyl-1,3,8-triazaspiro[4.5]decan-3-yl)methyl)benzoate (0.27 g, 0.435 mmol) and formic acid (4 mL) were stirred at room temperature for 20 hours. The reaction was evaporated to dryness and the residue purified by PTLC (10% methanol/dichloromethane) to give product as an oil; 1H NMR (DMSO-d6); δ1.52 (m, 2H); 1.59 (m, 2H); 1.68 (d, J=13.6 Hz, 2H); 1.87 (m, 2H); 2.57-2.62 (m, 4H); 2.91 (m, 4H); 3.82 (t, J=6.4 Hz, 2H... Starting materials: CC(=O)O[BH-](OC(C)=O)OC(C)=O, O=C([O-])O, COC(=O)c1ccc(CN2CC3CC2CN3)cc1, ClCCl, O=Cc1ccc(OCC(F)(F)C(F)F)cc1, [Na+], [Na+]. The product is COC(=O)c1ccc(CN2CC3CC2CN3Cc2ccc(OCC(F)(F)C(F)F)cc2)cc1. As a reaction SMILES: [C:35]([O:36][BH-:37]([O:38][C:39](=[O:40])[CH3:41])[O:42][C:43](=[O:44])[CH3:45])(=[O:46])[CH3:47].[C:49](=[O:50])([OH:51])[O-:52].[CH:17]12[N:18]([CH2:24][c:25]3[cH:26][cH:27][c:28]([C:29](=[O:30])[O:31][CH3:32])[cH:33][cH:34]3)[CH2:19][CH:20]([NH:21][CH2:22]1)[CH2:23]2.[Cl:54][CH2:55][Cl:56].[F:1][C:2]([CH2:3][O:4][c:5]1[cH:6][cH:7][c:8]([CH:9]=[O:10])[cH:11][cH:12]1)([CH:13]([F:14])[F:15])[F:16].[Na+:48].[Na+:53]>>[F:1][C:2]([CH2:3][O:4][c:5]1[cH:6][cH:7][c:8]([CH2:9][N:21]2[CH:20]3[CH2:19][N:18]([CH2:24][c:25]4[cH:26][cH:27][c:28]([C:29](=[O:30])[O:31][CH3:32])[cH:33][cH:34]4)[CH:17]([CH2:22]2)[CH2:23]3)[cH:11][cH:12]1)([CH:13]([F:14])[F:15])[F:16]. Procedure: Sodium tert-butoxide (81 mg) was added to an N-methylpyrrolidone solution (5 ml) of 4-(2-chloro-4-nitroimidazol-1-yl)-1-{4-[4-(5-trifluoromethoxybenzofuran-2-ylmethyl)piperidin-1-yl]phenoxy}butan-2-ol (469 mg), and the mixture was stirred at room temperature for 1 hour. A saturated ammonium chloride aqueous solution was added to the reaction mixture, and precipitated solid was sequentially washed with water and diisopropyl ether. The crude product formed was purified by silica gel column chromat... The yield is 41.1%. Reaction SMILES: CC(C)([O-])C.[Na+].Cl[C:8]1[N:9]([CH2:16][CH2:17][CH:18]([OH:48])[CH2:19][O:20][C:21]2[CH:26]=[CH:25][C:24]([N:27]3[CH2:32][CH2:31][CH:30]([CH2:33][C:34]4[O:35][C:36]5[CH:42]=[CH:41][C:40]([O:43][C:44]([F:47])([F:46])[F:45])=[CH:39][C:37]=5[CH:38]=4)[CH2:29][CH2:28]3)=[CH:23][CH:22]=2)[CH:10]=[C:11]([N+:13]([O-:15])=[O:14])[N:12]=1.[Cl-].[NH4+]>CN1CCCC1=O>[N+:13]([C:11]1[N:12]=[C:8]2[N:9]([CH:10]=1)[CH2:16][CH2:17][CH:18]([CH2:19][O:20][C:21]1[CH:26]=[CH:25][C:24]([N:27]3[CH2:32][CH2:31][CH:30]([CH2:33][C:34]4[O:35][C:36]5[CH:42]=[CH:41][C:40]([O:43][C:44]([F:47])([F:46])[F:45])=[CH:39][C:37]=5[CH:38]=4)[CH2:29][CH2:28]3)=[CH:23][CH:22]=1)[O:48]2)([O-:15])=[O:14] |f:0.1,3.4|. Run in CN1C(CCC1)=O (N-methylpyrrolidone). Conditions: time 1 hour. Reactants: CC(C)([O-])C.[Na+] (Sodium tert-butoxide), ClC=1N(C=C(N1)[N+](=O)[O-])CCC(COC1=CC=C(C=C1)N1CCC(CC1)CC=1OC2=C(C1)C=C(C=C2)OC(F)(F)F)O (4-(2-chloro-4-nitroimidazol-1-yl)-1-{4-[4-(5-trifluoromethoxybenzofuran-2-ylmethyl)piperidin-1-yl]phenoxy}butan-2-ol), [Cl-].[NH4+] (ammonium chloride). The product is [N+](=O)([O-])C=1N=C2OC(CCN2C1)COC1=CC=C(C=C1)N1CCC(CC1)CC=1OC2=C(C1)C=C(C=C2)OC(F)(F)F (2-nitro-7-{4-[4-(5-trifluoromethoxybenzofuran-2-ylmethyl)piperidin-1-yl]phenoxymethyl}-6,7-dihydro-5H-imidazo[2,1-b][1,3]oxazine). The reactants are ClC=1N=C(NC1C=O)C1=CC=CC=C1 (4-chloro-2-phenyl-1H-imidazole-5-carbaldehyde), CS(=O)(=O)OCCCCOC (4-methoxybutyl methanesulfonate), C([O-])([O-])=O.[Cs+].[Cs+] (cesium carbonate). Solvent: O (water), CN(C(C)=O)C (N,N-dimethylacetamide). Reaction conditions: temperature 90 celsius, time 7 hour. Yields the product ClC=1N=C(N(C1C=O)CCCCOC)C1=CC=CC=C1 (4-chloro-1-(4-methoxybutyl)-2-phenyl-1H-imidazole-5-carbaldehyde). The yield is 99.1%. RXN SMILES: [Cl:1][C:2]1[N:3]=[C:4]([C:9]2[CH:14]=[CH:13][CH:12]=[CH:11][CH:10]=2)[NH:5][C:6]=1[CH:7]=[O:8].CS(O[CH2:20][CH2:21][CH2:22][CH2:23][O:24][CH3:25])(=O)=O.C(=O)([O-])[O-].[Cs+].[Cs+]>CN(C)C(=O)C.O>[Cl:1][C:2]1[N:3]=[C:4]([C:9]2[CH:10]=[CH:11][CH:12]=[CH:13][CH:14]=2)[N:5]([CH2:20][CH2:21][CH2:22][CH2:23][O:24][CH3:25])[C:6]=1[CH:7]=[O:8] |f:2.3.4|. Reported procedure: To a solution of 4-chloro-2-phenyl-1H-imidazole-5-carbaldehyde (500 mg) and 4-methoxybutyl methanesulfonate (660 mg) in N,N-dimethylacetamide (10 ml) was added cesium carbonate (2.4 g), and the mixture was stirred at 90° C. for 7 hr. After cooling to room temperature, the reaction mixture was diluted with water and extracted with ethyl acetate. The extract was washed with saturated brine, and dried over anhydrous magnesium sulfate. The solvent was evaporated under reduced pressure. The residue w... The reactants are BrCCCNC(OC(C)(C)C)=O (tert-butyl 3-bromopropylcarbamate), ClC=1C=C(C=CC1Cl)O (3,4-dichlorophenol), C(=O)([O-])[O-].[Cs+].[Cs+] (Cs2CO3). The solvent is O (water), CN(C)C=O (DMF). Conditions: time 72 hour. Yields the product ClC=1C=C(OCCCNC(OC(C)(C)C)=O)C=CC1Cl (tert-butyl 3-(3,4-dichlorophenoxy)propylcarbamate). Yield: 84.8%. Reaction SMILES: Br[CH2:2][CH2:3][CH2:4][NH:5][C:6](=[O:12])[O:7][C:8]([CH3:11])([CH3:10])[CH3:9].[Cl:13][C:14]1[CH:15]=[C:16]([OH:21])[CH:17]=[CH:18][C:19]=1[Cl:20].C([O-])([O-])=O.[Cs+].[Cs+]>CN(C=O)C.O>[Cl:13][C:14]1[CH:15]=[C:16]([CH:17]=[CH:18][C:19]=1[Cl:20])[O:21][CH2:2][CH2:3][CH2:4][NH:5][C:6](=[O:12])[O:7][C:8]([CH3:11])([CH3:10])[CH3:9] |f:2.3.4|. Procedure: To a solution of tert-butyl 3-bromopropylcarbamate (0.5 g, 2.0 mmol) and 3,4-dichlorophenol (0.38, 2.3 mmol) in DMF (10.5 mL) was added Cs2CO3 (1.02 g, 3.10 mmol). The reaction was stirred at rt for 72 h. The reaction mixture was diluted with water and extracted with EtOAc (3×). The combined organic extracts were washed with saturated aqueous NaCl and water (1:1) dried over Na2SO4, filtered and evaporated to dryness. The crude product was purified by silica gel chromatography to provide Intermed... Reactants: CN(CCNC(=O)OCc1ccccc1)S(C)(=O)=O, Cl. Product: CN(CC[NH3+])S(C)(=O)=O, [Cl-]. RXN SMILES: [CH3:1][N:2]([CH2:3][CH2:4][NH:5][C:6](=[O:7])[O:8][CH2:9][c:10]1[cH:11][cH:12][cH:13][cH:14][cH:15]1)[S:16](=[O:17])(=[O:18])[CH3:19].[ClH:20]>>[CH3:1][N:2]([CH2:3][CH2:4][NH3+:5])[S:16](=[O:17])(=[O:18])[CH3:19].[Cl-:20].